Dataset: the Open Reaction Database (ORD), a public repository of structured organic reaction records. Task: describe an organic reaction: reactants, conditions, products, and yield Reactants: N(=[N+]=[N-])CCCOC1=CC=C(C=C1)CC(C(=O)OCC)CCCC (ethyl 3-[4-(3-azidopropoxy)phenyl]-2-butylpropionate). The reagents and catalysts are [Pd] (palladium on carbon). The product is NCCCOC1=CC=C(C=C1)CC(C(=O)OCC)CCCC (Ethyl 3-[4-(3-aminopropoxy)phenyl]-2-butylpropionate). Yield: 71.7%. Reaction SMILES: [N:1]([CH2:4][CH2:5][CH2:6][O:7][C:8]1[CH:13]=[CH:12][C:11]([CH2:14][CH:15]([CH2:21][CH2:22][CH2:23][CH3:24])[C:16]([O:18][CH2:19][CH3:20])=[O:17])=[CH:10][CH:9]=1)=[N+]=[N-]>[Pd]>[NH2:1][CH2:4][CH2:5][CH2:6][O:7][C:8]1[CH:13]=[CH:12][C:11]([CH2:14][CH:15]([CH2:21][CH2:22][CH2:23][CH3:24])[C:16]([O:18][CH2:19][CH3:20])=[O:17])=[CH:10][CH:9]=1. Procedure: In a similar manner to that described in Reference example 1(d), a reaction was carried out using ethyl 3-[4-(3-azidopropoxy)phenyl]-2-butylpropionate (2.45 g) and palladium on carbon (5%, 250 mg) and the reaction mixture was treated to afford the desired compound (1.62 g) as a colorless oil. Starting materials: CC1=NC=C(C(=C1O)CS)C=C (2-methyl-3-hydroxy-4-mercaptomethyl-5-vinylpyridine), C(=O)(O)C1=C(C=CC=C1)S(=O)(OC1=C(C=CC=C1)C(=O)O)=S (o-carboxyphenyl o-carboxybenzenethiosulfonate). The solvent is C(C)O (ethanol). Run at time 8 hour. The product is CC1=NC=C(C(=C1O)CSSC1=C(C=CC=C1)C(=O)O)C=C (o-carboxyphenyl 2-methyl-3-hydroxy-5-vinylpyridin-4-ylmethyl disulfide). RXN SMILES: [C:1]([C:4]1[CH:9]=[CH:8][CH:7]=[CH:6][C:5]=1[S:10](=[S:22])(OC1C=CC=CC=1C(O)=O)=O)([OH:3])=[O:2].[CH3:23][C:24]1[C:29]([OH:30])=[C:28]([CH2:31]S)[C:27]([CH:33]=[CH2:34])=[CH:26][N:25]=1>C(O)C>[CH3:23][C:24]1[C:29]([OH:30])=[C:28]([CH2:31][S:22][S:10][C:5]2[CH:6]=[CH:7][CH:8]=[CH:9][C:4]=2[C:1]([OH:3])=[O:2])[C:27]([CH:33]=[CH2:34])=[CH:26][N:25]=1. Procedure details: To a solution of 0.02 moles of o-carboxyphenyl o-carboxybenzenethiosulfonate in 200 ml. of 95% ethanol is added 0.02 moles of fine powdered 2-methyl-3-hydroxy-4-mercaptomethyl-5-vinylpyridine. The reaction mixture is stirred overnight at room temperature and the resulting precipitate filtered to yield o-carboxyphenyl 2-methyl-3-hydroxy-5-vinylpyridin-4-ylmethyl disulfide.